The task is: describe an organic reaction: reactants, conditions, products, and yield. This data is from the Open Reaction Database (ORD), a public repository of structured organic reaction records. Starting materials: COc1cc(CC(=O)N(C)c2ccc(C3(CC(=O)OC(C)(C)C)CCCC3)cc2)ccc1NC(=O)Nc1ccccc1C, CCCCC, ClCCl, O, O=C(O)C(F)(F)F. Yields the product COc1cc(CC(=O)N(C)c2ccc(C3(CC(=O)O)CCCC3)cc2)ccc1NC(=O)Nc1ccccc1C. Reaction SMILES: [C:1]([CH3:2])([CH3:3])([CH3:4])[O:5][C:6]([CH2:7][C:8]1([c:13]2[cH:14][cH:15][c:16]([N:19]([CH3:20])[C:21]([CH2:22][c:23]3[cH:24][c:25]([O:40][CH3:41])[c:26]([NH:29][C:30](=[O:31])[NH:32][c:33]4[c:34]([CH3:39])[cH:35][cH:36][cH:37][cH:38]4)[cH:27][cH:28]3)=[O:42])[cH:17][cH:18]2)[CH2:9][CH2:10][CH2:11][CH2:12]1)=[O:43].[CH3:55][CH2:56][CH2:57][CH2:58][CH3:59].[Cl:51][CH2:52][Cl:53].[OH2:54].[OH:44][C:45]([C:46]([F:47])([F:48])[F:49])=[O:50]>>[O:5]=[C:6]([CH2:7][C:8]1([c:13]2[cH:14][cH:15][c:16]([N:19]([CH3:20])[C:21]([CH2:22][c:23]3[cH:24][c:25]([O:40][CH3:41])[c:26]([NH:29][C:30](=[O:31])[NH:32][c:33]4[c:34]([CH3:39])[cH:35][cH:36][cH:37][cH:38]4)[cH:27][cH:28]3)=[O:42])[cH:17][cH:18]2)[CH2:9][CH2:10][CH2:11][CH2:12]1)[OH:43]. Reactants: CN(C)C(OC(C)(C)C)N(C)C, C1CCOC1, Cc1cccc(F)n1, [O-][I+3]([O-])([O-])[O-], [Na+], O. Product: O=Cc1cccc(F)n1. As a reaction SMILES: [C:9]([O:13][CH:10]([N:11]([CH3:12])[CH3:14])[N:15]([CH3:16])[CH3:17])([CH3:18])([CH3:19])[CH3:20].[CH2:27]1[O:28][CH2:29][CH2:30][CH2:31]1.[F:1][c:2]1[n:3][c:4]([CH3:8])[cH:5][cH:6][cH:7]1.[I+3:21]([O-:22])([O-:23])([O-:24])[O-:25].[Na+:26].[OH2:32]>>[F:1][c:2]1[n:3][c:4]([CH:8]=[O:13])[cH:5][cH:6][cH:7]1. Reactants: C([O-])([O-])=O.[K+].[K+] (potassium carbonate), C=1C=CC2=C(C1)N=NN2O (HOBt), NC=1C=C2CCC(CC2=CC1)CN(C)C (6-amino-2-(N,N-dimethylamino)methyltetralin), COC1=CC=C(C=C1)C1=CC=C(C(=O)O)C=C1 (4-(4-methoxy phenyl) benzoic acid). Reagents/catalysts: CN(C)C=1C=CN=CC1 (DMAP). Run in CN(C)C=O (DMF), C(C)N(CC)CC (triethylamine), CN(C)C=O (DMF), CN(C)C=O (DMF). Reaction conditions: time 12 hour. Product: CN(C)CC1CC2=CC=C(C=C2CC1)NC(=O)C1=CC=C(C=C1)C1=CC=C(C=C1)OC (N-[2-(N,N-Dimethylamino)methyl-6-tetralinyl]-(4′-methoxybiphenyl-4-yl)carboxamide). Yield: 57.9%. As a reaction SMILES: C1C=CC2N(O)N=NC=2C=1.[NH2:11][C:12]1[CH:13]=[C:14]2[C:19](=[CH:20][CH:21]=1)[CH2:18][CH:17]([CH2:22][N:23]([CH3:25])[CH3:24])[CH2:16][CH2:15]2.[CH3:26][O:27][C:28]1[CH:33]=[CH:32][C:31]([C:34]2[CH:42]=[CH:41][C:37]([C:38](O)=[O:39])=[CH:36][CH:35]=2)=[CH:30][CH:29]=1.C(=O)([O-])[O-].[K+].[K+]>CN(C1C=CN=CC=1)C.CN(C=O)C.C(N(CC)CC)C>[CH3:24][N:23]([CH2:22][CH:17]1[CH2:16][CH2:15][C:14]2[C:19](=[CH:20][CH:21]=[C:12]([NH:11][C:38]([C:37]3[CH:36]=[CH:35][C:34]([C:31]4[CH:32]=[CH:33][C:28]([O:27][CH3:26])=[CH:29][CH:30]=4)=[CH:42][CH:41]=3)=[O:39])[CH:13]=2)[CH2:18]1)[CH3:25] |f:3.4.5|. Procedure: DMF solution (0.25 ml) of 2M HOBt, DMF solution (0.30 ml) of 2M WSCD, triethylamine (0.14 ml) and DMAP (0.132 g) were added to DMF solution (3 ml) of 6-amino-2-(N,N-dimethylamino)methyltetralin (0.139 g) and 4-(4-methoxy phenyl) benzoic acid (0.118 g). After the reaction mixture was stirred at room temperature for 12 hours, 10% potassium carbonate solution was added, and extraction was conducted using ethyl acetate. The organic layer was washed with water and saturated aqueous sodium chloride so... Reactants: C--tert-Butyl (2RS,4R)-2-phenyl-4-thiazolidinecarboxylate, C=C(C)C (isobutene), C([O-])(O)=O.[Na+] (sodium bicarbonate), S(O)(O)(=O)=O (sulphuric acid), C1(=CC=CC=C1)C1SC[C@H](N1)C(=O)O ((2RS,4R)-2-phenyl-4-thiazolidinecarboxylic acid). Run in C(Cl)(Cl)Cl (chloroform). Conditions: temperature 5 celsius, time 20 hour. Yields the product C1(=CC=CC=C1)C1SC[C@H](N1)C(=O)OC(C)(C)C (tert-butyl (2RS,4R)-2-phenyl-4thiazolidinecarboxylate). RXN SMILES: S(=O)(=O)(O)O.[C:6]1([CH:12]2[NH:16][C@H:15]([C:17]([OH:19])=[O:18])[CH2:14][S:13]2)[CH:11]=[CH:10][CH:9]=[CH:8][CH:7]=1.[CH2:20]=[C:21]([CH3:23])[CH3:22].C(=O)(O)[O-].[Na+]>C(Cl)(Cl)Cl>[C:6]1([CH:12]2[NH:16][C@H:15]([C:17]([O:19][C:21]([CH3:23])([CH3:22])[CH3:20])=[O:18])[CH2:14][S:13]2)[CH:7]=[CH:8][CH:9]=[CH:10][CH:11]=1 |f:3.4|. Procedure details: C--tert-Butyl (2RS,4R)-2-phenyl-4-thiazolidinecarboxylate may be prepared as follows: 15 cm3 of concentrated sulphuric acid are added dropwise to a suspension of 53.7 g of (2RS,4R)-2-phenyl-4-thiazolidinecarboxylic acid in 590 cm3 of chloroform cooled to a temperature in the vicinity of 5° C. The reaction mixture is saturated with isobutene for 5 hours while stirring and while maintaining the temperature at 5° C. After returning to a temperature in the vicinity of 20° C., stirring is continued f... Starting materials: ClC=1C=NC=CC1C(=O)NC1=CC=C(C=C1)Cl (3-chloro-N-(4-chlorophenyl)pyridine-4-carboxamide), N1=CC=C(C=C1)N1CCC(CC1)CN (1-(4-pyridyl)piperidine-4-methylamine), CN(C=O)C (dimethylformamide), S (hydrogen sulfide). Reagents/catalysts: [Cu]Br (copper(1) bromide). Run in CO (MeOH). Conditions: temperature 110 celsius, time 18 hour. The product is ClC1=CC=C(C=C1)NC(=O)C=1C(=NC=CC1)NCC1CCN(CC1)C1=CC=NC=C1 (N-(4-chlorophenyl)-2-[1-(4-pyridyl)piperidin-4-ylmethyl]aminopyridine-3-carboxamide). Isolated yield 13.0%. As a reaction SMILES: Cl[C:2]1C=N[CH:5]=[CH:6][C:7]=1[C:8]([NH:10][C:11]1[CH:16]=[CH:15][C:14]([Cl:17])=[CH:13][CH:12]=1)=[O:9].[N:18]1[CH:23]=[CH:22][C:21]([N:24]2[CH2:29][CH2:28][CH:27]([CH2:30][NH2:31])[CH2:26][CH2:25]2)=[CH:20][CH:19]=1.S.[CH3:33][N:34](C)C=O>CO.[Cu]Br>[Cl:17][C:14]1[CH:13]=[CH:12][C:11]([NH:10][C:8]([C:7]2[C:2]([NH:31][CH2:30][CH:27]3[CH2:26][CH2:25][N:24]([C:21]4[CH:22]=[CH:23][N:18]=[CH:19][CH:20]=4)[CH2:29][CH2:28]3)=[N:34][CH:33]=[CH:5][CH:6]=2)=[O:9])=[CH:16][CH:15]=1. Procedure: A mixture of 3-chloro-N-(4-chlorophenyl)pyridine-4-carboxamide (130 mg, 0.49 mmol), 1-(4-pyridyl)piperidine-4-methylamine (187 mg, 0.98 mmol), and copper(1) bromide (70 mg) in dimethylformamide (1 mL) was heated at 110° C. After 18 h, the mixture was diluted with MeOH, filtered, and concentrated. The residue was treated with 6:1 chloroform:water (10 mL) followed by MeOH until a homogenoeus solution resulted. The solution was treated with hydrogen sulfide(g), heated at reflux for 0.1 h, and filte... Starting materials: [BH4-], CCC=Cc1nc(Cl)c(C=O)n1Cc1ccc(-c2ccccc2C(=O)OC)cc1, CO, [Na+], [Na+], [OH-], O. Product: CCC=Cc1nc(Cl)c(CO)n1Cc1ccc(-c2ccccc2C(=O)OC)cc1. As a reaction SMILES: [BH4-:30].[C:1](=[O:2])([O:3][CH3:4])[c:5]1[c:6](-[c:11]2[cH:12][cH:13][c:14]([CH2:17][n:18]3[c:19]([CH:26]=[CH:27][CH2:28][CH3:29])[n:20][c:21]([Cl:25])[c:22]3[CH:23]=[O:24])[cH:15][cH:16]2)[cH:7][cH:8][cH:9][cH:10]1.[CH3:34][OH:35].[Na+:31].[Na+:33].[OH-:32].[OH2:36]>>[C:1](=[O:2])([O:3][CH3:4])[c:5]1[c:6](-[c:11]2[cH:12][cH:13][c:14]([CH2:17][n:18]3[c:19]([CH:26]=[CH:27][CH2:28][CH3:29])[n:20][c:21]([Cl:25])[c:22]3[CH2:23][OH:24])[cH:15][cH:16]2)[cH:7][cH:8][cH:9][cH:10]1. Reactants: COc1ccc(C2Sc3ccccc3N(CCN(C)C)C(=O)C2O)cc1, O=C(Cl)c1ccccc1[N+](=O)[O-], c1ccncc1. The product is COc1ccc(C2Sc3ccccc3N(CCN(C)C)C(=O)C2OC(=O)c2ccccc2[N+](=O)[O-])cc1. Reaction SMILES: [CH3:1][O:2][c:3]1[cH:4][cH:5][c:6]([CH:9]2[S:10][c:11]3[c:12]([cH:23][cH:24][cH:25][cH:26]3)[N:13]([CH2:18][CH2:19][N:20]([CH3:21])[CH3:22])[C:14](=[O:17])[CH:15]2[OH:16])[cH:7][cH:8]1.[N+:27](=[O:28])([O-:29])[c:30]1[c:31]([C:32](=[O:33])[Cl:34])[cH:35][cH:36][cH:37][cH:38]1.[cH:39]1[cH:40][cH:41][n:42][cH:43][cH:44]1>>[CH3:1][O:2][c:3]1[cH:4][cH:5][c:6]([CH:9]2[S:10][c:11]3[c:12]([cH:23][cH:24][cH:25][cH:26]3)[N:13]([CH2:18][CH2:19][N:20]([CH3:21])[CH3:22])[C:14](=[O:17])[CH:15]2[O:16][C:32]([c:31]2[c:30]([N+:27](=[O:28])[O-:29])[cH:38][cH:37][cH:36][cH:35]2)=[O:33])[cH:7][cH:8]1. RXN SMILES: [CH3:37][c:38]1[cH:39][cH:40][cH:41][cH:42][cH:43]1.[Cl:1][c:2]1[cH:3][c:4]([NH:9][c:10]2[c:11]3[c:12]([n:13][cH:14][n:15]2)[nH:16][c:17](-[c:19]2[cH:20][cH:21][c:22]([CH2:25][OH:26])[cH:23][cH:24]2)[cH:18]3)[cH:5][cH:6][c:7]1[F:8].[S:33]([Cl:34])([Cl:35])=[O:36].[cH:27]1[cH:28][cH:29][n:30][cH:31][cH:32]1>>[Cl:1][c:2]1[cH:3][c:4]([NH:9][c:10]2[c:11]3[c:12]([n:13][cH:14][n:15]2)[nH:16][c:17](-[c:19]2[cH:20][cH:21][c:22]([CH2:25][Cl:35])[cH:23][cH:24]2)[cH:18]3)[cH:5][cH:6][c:7]1[F:8]. Reactants: Cc1ccccc1, OCc1ccc(-c2cc3c(Nc4ccc(F)c(Cl)c4)ncnc3[nH]2)cc1, O=S(Cl)Cl, c1ccncc1. Product: Fc1ccc(Nc2ncnc3[nH]c(-c4ccc(CCl)cc4)cc23)cc1Cl. Reactants: CCC(=O)CC(=O)OC, CC(C)(C)[O-], CC(C)(C)O, ClCc1ccc(Cl)cc1Cl, [K+], C1CCOC1, O. The product is CCC(=O)C(Cc1ccc(Cl)cc1Cl)C(=O)OC. RXN SMILES: [CH3:12][O:13][C:14]([CH2:15][C:16]([CH2:17][CH3:18])=[O:19])=[O:20].[CH3:1][C:2]([CH3:3])([O-:4])[CH3:5].[CH3:7][C:8]([OH:9])([CH3:10])[CH3:11].[Cl:21][c:22]1[c:23]([CH2:29][Cl:30])[cH:24][cH:25][c:26]([Cl:28])[cH:27]1.[K+:6].[O:31]1[CH2:32][CH2:33][CH2:34][CH2:35]1.[OH2:36]>>[CH3:12][O:13][C:14]([CH:15]([C:16]([CH2:17][CH3:18])=[O:19])[CH2:29][c:23]1[c:22]([Cl:21])[cH:27][c:26]([Cl:28])[cH:25][cH:24]1)=[O:20].